The task is: describe an organic reaction: reactants, conditions, products, and yield. This data is from the Open Reaction Database (ORD), a public repository of structured organic reaction records. The reactants are Cl.ClCC=1N=C(SC1)CN1CCOCC1 (4-{[4-(Chloromethyl)-1,3-thiazol-2-yl]methyl}morpholine hydrochloride), ClC=1C=C(C=CC1Cl)NC1=NC=NC2=CC(=C(C=C12)OC)O (4-[(3,4-dichlorophenyl)amino]-6-(methyloxy)quinazolin-7-ol), C([O-])([O-])=O.[K+].[K+] (potassium carbonate). Solvent: CN(C)C=O (DMF). Reaction conditions: temperature 70 celsius, time 21 hour. The product is ClC=1C=C(C=CC1Cl)NC1=NC=NC2=CC(=C(C=C12)OC)OCC=1N=C(SC1)CN1CCOCC1 (N-(3,4-dichlorophenyl)-6-(methyloxy)-7-({[2-(morpholin-4-ylmethyl)-1,3-thiazol-4-yl]methyl}oxy)quinazolin-4-amine). The yield is 55.1%. Reaction SMILES: Cl.Cl[CH2:3][C:4]1[N:5]=[C:6]([CH2:9][N:10]2[CH2:15][CH2:14][O:13][CH2:12][CH2:11]2)[S:7][CH:8]=1.[Cl:16][C:17]1[CH:18]=[C:19]([NH:24][C:25]2[C:34]3[C:29](=[CH:30][C:31]([OH:37])=[C:32]([O:35][CH3:36])[CH:33]=3)[N:28]=[CH:27][N:26]=2)[CH:20]=[CH:21][C:22]=1[Cl:23].C(=O)([O-])[O-].[K+].[K+]>CN(C=O)C>[Cl:16][C:17]1[CH:18]=[C:19]([NH:24][C:25]2[C:34]3[C:29](=[CH:30][C:31]([O:37][CH2:3][C:4]4[N:5]=[C:6]([CH2:9][N:10]5[CH2:15][CH2:14][O:13][CH2:12][CH2:11]5)[S:7][CH:8]=4)=[C:32]([O:35][CH3:36])[CH:33]=3)[N:28]=[CH:27][N:26]=2)[CH:20]=[CH:21][C:22]=1[Cl:23] |f:0.1,3.4.5|. Procedure details: 4-{[4-(Chloromethyl)-1,3-thiazol-2-yl]methyl}morpholine hydrochloride (0.024 g, 0.089 mmol) and 4-[(3,4-dichlorophenyl)amino]-6-(methyloxy)quinazolin-7-ol (0.030 g, 0.089 mmol) were suspended in DMF (2 mL) and potassium carbonate (0.062 g, 0.449 mmol) was added. The mixture was stirred at 70° C. for 21 h. The reaction mixture was concentrated in vacuo and the residue was purified by reverse phase HPLC to afford the title compound as a colorless solid (0.026 g, 0.049 mmol, 54% yield). 1H NMR (400... Reactants: [Cl-].[Ca+2].[Cl-] (calcium chloride), CC=1C=C(C=CC1[N+](=O)[O-])C1=NN=C(CC2=C1C=C1C(=C2)OCO1)C(=O)N (5-(3-methyl-4-nitro-phenyl)-9H-1,3-dioxolo[4,5-h][2,3]benzodiazepine-8-carboxylic acid-amide), sodium-[tetrahydrido-borate(IV)], O (water). Run in C(C)O (ethanol), C(C)#N (acetonitrile), C(C)O (ethanol), ClCCl (dichloro methane). Reaction conditions: time 25 hour. The product is CC=1C=C(C=CC1[N+](=O)[O-])C1=NNC(CC2=C1C=C1C(=C2)OCO1)C(=O)N ((±)-7.8-dihydro-5-(3-methyl-4-nitro-phenyl)-9H-1,3-dioxolo[4,5-h][2,3]benzodiazepine-8-carboxylic acid-amide). Isolated yield 69.0%. RXN SMILES: [CH3:1][C:2]1[CH:3]=[C:4]([C:11]2[C:17]3[CH:18]=[C:19]4[O:24][CH2:23][O:22][C:20]4=[CH:21][C:16]=3[CH2:15][C:14]([C:25]([NH2:27])=[O:26])=[N:13][N:12]=2)[CH:5]=[CH:6][C:7]=1[N+:8]([O-:10])=[O:9].[Cl-].[Ca+2].[Cl-].O>C(O)C.ClCCl.C(#N)C>[CH3:1][C:2]1[CH:3]=[C:4]([C:11]2[C:17]3[CH:18]=[C:19]4[O:24][CH2:23][O:22][C:20]4=[CH:21][C:16]=3[CH2:15][CH:14]([C:25]([NH2:27])=[O:26])[NH:13][N:12]=2)[CH:5]=[CH:6][C:7]=1[N+:8]([O-:10])=[O:9] |f:1.2.3|. Reported procedure: 1.76 g (5.0 millimoles) of 5-(3-methyl-4-nitro-phenyl)-9H-1,3-dioxolo[4,5-h][2,3]benzodiazepine-8-carboxylic acid-amide are suspended in a mixture of 75 ml ethanol and 75 ml of dichloro methane, whereupon 0.19 g (5.0 millimoles) of sodium-[tetrahydrido-borate(IV)] are added in one portion and a solution of 0.55 g (5.0 millimoles) of calcium chloride in 25 ml of ethanol is added dropwise. The reaction mixture is stirred at room temperature for 25 hours and evaporated in vacuo. The residue is heat... The reactants are CN (methylamine), BrC1=NN(C(=C1[N+](=O)[O-])Br)CCOC (3,5-dibromo-1-(2′-methoxyethyl)4-nitropyrazole). The solvent is C(C)O (ethanol). Conditions: temperature 22.5 celsius, time 2 hour. The product is BrC1=NN(C(=C1[N+](=O)[O-])NC)CCOC (3-bromo-1-(2′-methoxyethyl)-5-methylamino4-nitropyrazole), solid. The yield is 36.0%. RXN SMILES: [CH3:1][NH2:2].[Br:3][C:4]1[C:8]([N+:9]([O-:11])=[O:10])=[C:7](Br)[N:6]([CH2:13][CH2:14][O:15][CH3:16])[N:5]=1>C(O)C>[Br:3][C:4]1[C:8]([N+:9]([O-:11])=[O:10])=[C:7]([NH:2][CH3:1])[N:6]([CH2:13][CH2:14][O:15][CH3:16])[N:5]=1. Procedure details: Aqueous 40% methylamine solution (300 ml, 8.71 mol) was added to a solution of 3,5-dibromo-1-(2′-methoxyethyl)4-nitropyrazole (15 g, 0.483 mol) in ethanol (300 ml). The reaction mixture was stirred at 20-25° C. for 2 hours and then cooled to 0-5° C. for 30 minutes. The precipitate formed was filtered off and washed with a cold mixture of water/ethanol (1/1, 30 ml). The final amine product was obtained in the form of a yellow solid (4.6 g, 36%) after drying under reduced pressure. Reactants: C([O-])(O)=O.[Na+] (sodium bicarbonate), ClC1=NC(=NC(=C1C#N)OC1=CC=C(C=C1)S(=O)(=O)C)C (4-chloro-6-(4-methanesulfonyl-phenoxy)-2-methyl-pyrimidine-5-carbonitrile), C(C)(C)C1=NOC(=N1)C1CCNCC1 (4-(3-isopropyl-[1,2,4]oxadiazol-5-yl)-piperidine), C([O-])([O-])=O.[K+].[K+] (potassium carbonate). Run in CN(C)C=O (DMF), C(C)(=O)OCC (ethyl acetate). Conditions: time 2 hour. Yields the product C(C)(C)C1=NOC(=N1)C1CCN(CC1)C1=NC(=NC(=C1C#N)OC1=CC=C(C=C1)S(=O)(=O)C)C (4-[4-(3-Isopropyl-[1,2,4]oxadiazol-5-yl)-piperidin-1-yl]-6-(4-methanesulfonyl-phenoxy)-2-methyl-pyrimidine-5-carbonitrile). Yield: 25.4%. Reaction SMILES: Cl[C:2]1[C:7]([C:8]#[N:9])=[C:6]([O:10][C:11]2[CH:16]=[CH:15][C:14]([S:17]([CH3:20])(=[O:19])=[O:18])=[CH:13][CH:12]=2)[N:5]=[C:4]([CH3:21])[N:3]=1.[CH:22]([C:25]1[N:29]=[C:28]([CH:30]2[CH2:35][CH2:34][NH:33][CH2:32][CH2:31]2)[O:27][N:26]=1)([CH3:24])[CH3:23].C(=O)([O-])[O-].[K+].[K+].C(=O)(O)[O-].[Na+]>CN(C=O)C.C(OCC)(=O)C>[CH:22]([C:25]1[N:29]=[C:28]([CH:30]2[CH2:35][CH2:34][N:33]([C:2]3[C:7]([C:8]#[N:9])=[C:6]([O:10][C:11]4[CH:16]=[CH:15][C:14]([S:17]([CH3:20])(=[O:19])=[O:18])=[CH:13][CH:12]=4)[N:5]=[C:4]([CH3:21])[N:3]=3)[CH2:32][CH2:31]2)[O:27][N:26]=1)([CH3:24])[CH3:23] |f:2.3.4,5.6|. Reported procedure: To a solution of 4-chloro-6-(4-methanesulfonyl-phenoxy)-2-methyl-pyrimidine-5-carbonitrile (80.0 mg, 0.25 mmol) and 4-(3-isopropyl-[1,2,4]oxadiazol-5-yl)-piperidine (107.1 mg, 0.50 mmol) in DMF (1 mL) was added potassium carbonate (68.3 mg, 0.50 mmol) and the resulting mixture was left stirring for 2 hours at room temperature. Worked up with ethyl acetate, sodium bicarbonate, dried with magnesium sulfate and evaporated. The crude product was crystallized with ethyl acetate/hexane over night and ...